Task: describe an organic reaction: reactants, conditions, products, and yield. Dataset: the Open Reaction Database (ORD), a public repository of structured organic reaction records Reactants: C(C1=CC=CC=C1)OC1=CC=C(C(=O)O)C=C1 (4-benzyloxy benzoic acid), C(=O)(C=1NC=CN1)C=1NC=CN1 (carbonyl-diimidazole), C(O)CN (ethanolamine). The solvent is CN(C)C=O (DMF). Run at temperature 0 celsius, time 45 minute. Yields the product C(C1=CC=CC=C1)OC1=CC=C(C(=O)NCCO)C=C1 (4-benzyloxy-N-(2-hydroxy-ethyl)-benzamide). Yield: 94.6%. Reaction SMILES: [CH2:1]([O:8][C:9]1[CH:17]=[CH:16][C:12]([C:13]([OH:15])=O)=[CH:11][CH:10]=1)[C:2]1[CH:7]=[CH:6][CH:5]=[CH:4][CH:3]=1.[C:18](C1NC=CN=1)([C:20]1[NH:21]C=CN=1)=[O:19].C(CN)O>CN(C=O)C>[CH2:1]([O:8][C:9]1[CH:10]=[CH:11][C:12]([C:13]([NH:21][CH2:20][CH2:18][OH:19])=[O:15])=[CH:16][CH:17]=1)[C:2]1[CH:3]=[CH:4][CH:5]=[CH:6][CH:7]=1. Procedure details: A solution of 4-benzyloxy benzoic acid (20 g, 87.6 mmol), 1,1,-carbonyl-diimidazole (14.9 g, 91.8 mmol) and DMF (80 ml) was stirred at 50° C. for 1 h. The solution is cooled to 0° C., and ethanolamine (25% in water, 81.2 g) is added. After 45 min., the precipitate was filtered to give 4-benzyloxy-N-(2-hydroxy-ethyl)-benzamide (22.49 g, 94.5%) as a white solid. MS: me/e=271 (M)+. Reactants: CC(=O)OCc1cccc(C2CCCCC2)c1Cl, CCO, [K+], [OH-]. The product is OCc1cccc(C2CCCCC2)c1Cl. Reaction SMILES: [C:1](=[O:2])([CH3:3])[O:4][CH2:5][c:6]1[c:7]([Cl:18])[c:8]([CH:12]2[CH2:13][CH2:14][CH2:15][CH2:16][CH2:17]2)[cH:9][cH:10][cH:11]1.[CH3:21][CH2:22][OH:23].[K+:20].[OH-:19]>>[OH:4][CH2:5][c:6]1[c:7]([Cl:18])[c:8]([CH:12]2[CH2:13][CH2:14][CH2:15][CH2:16][CH2:17]2)[cH:9][cH:10][cH:11]1. Starting materials: C1(=CC=CC=C1)P(C1=CC=CC=C1)(C1=CC=CC=C1)=O (triphenylphosphine oxide), C(O)([O-])=O.[Na+] (sodium hydrogencarbonate), FC(S(=O)(=O)OS(=O)(=O)C(F)(F)F)(F)F (trifluoromethanesulfonic anhydride), C(C1=CC=CC=C1)SC(CN1CCN(CC1)C(=O)OC(C)(C)C)(CNC(=O)C=1NC2=C(C=CC=C2C1)N(S(=O)(=O)C=1SC=CC1)C)C (tert-Butyl 4-{2-(benzylthio)-2-methyl-3-[({7-[methyl(2-thienylsulfonyl)amino]-1H-indol-2-yl}carbonyl)amino]propyl}piperazine-1-carboxylate). Solvent: C(C)#N (acetonitrile). Reaction conditions: temperature 0 celsius, time 30 minute. Yields the product CN(S(=O)(=O)C=1SC=CC1)C=1C=CC=C2C=C(NC12)C=1SC(CN1)(CN1CCNCC1)C (N-methyl-N-{2-[5-methyl-5-(piperazine-1-ylmethyl)-4,5-dihydro-1,3-thiazol-2-yl]-1H-indol-7-yl}thiophene-2-sulfonamide). Isolated yield 45.1%. Reaction SMILES: C1(P(=O)(C2C=CC=CC=2)C2C=CC=CC=2)C=CC=CC=1.FC(F)(F)S(OS(C(F)(F)F)(=O)=O)(=O)=O.C([S:43][C:44]([CH3:82])([CH2:59][NH:60][C:61]([C:63]1[NH:64][C:65]2[C:70]([CH:71]=1)=[CH:69][CH:68]=[CH:67][C:66]=2[N:72]([CH3:81])[S:73]([C:76]1[S:77][CH:78]=[CH:79][CH:80]=1)(=[O:75])=[O:74])=O)[CH2:45][N:46]1[CH2:51][CH2:50][N:49](C(OC(C)(C)C)=O)[CH2:48][CH2:47]1)C1C=CC=CC=1.C(=O)([O-])O.[Na+]>C(#N)C>[CH3:81][N:72]([C:66]1[CH:67]=[CH:68][CH:69]=[C:70]2[C:65]=1[NH:64][C:63]([C:61]1[S:43][C:44]([CH3:82])([CH2:45][N:46]3[CH2:51][CH2:50][NH:49][CH2:48][CH2:47]3)[CH2:59][N:60]=1)=[CH:71]2)[S:73]([C:76]1[S:77][CH:78]=[CH:79][CH:80]=1)(=[O:75])=[O:74] |f:3.4|. Procedure: To a solution of triphenylphosphine oxide (3.09 g) in acetonitrile (20 ml) was slowly added trifluoromethanesulfonic anhydride (0.93 ml) at 0° C., and the mixture was stirred for 10 min. tert-Butyl 4-{2-(benzylthio)-2-methyl-3-[({7-[methyl(2-thienylsulfonyl)amino]-1H-indol-2-yl}carbonyl)amino]propyl}piperazine-1-carboxylate (1.55 g) was added, and the reaction mixture was stirred at 0° C. for 30 min. Saturated aqueous sodium hydrogencarbonate was added, and the mixture was extracted with ethyl a... Reactants: NC1=NC2(CO1)c1cc(Br)ccc1Oc1ccc(-c3cncnc3)cc12, O=C([O-])[O-], ClCCl, [K+], [K+], C1COCCO1, O, OB(O)c1cccnc1. Product: NC1=NC2(CO1)c1cc(-c3cccnc3)ccc1Oc1ccc(-c3cncnc3)cc12. Reaction SMILES: [Br:1][c:2]1[cH:3][c:4]2[c:5]([cH:6][cH:7]1)[O:8][c:9]1[cH:10][cH:11][c:12](-[c:21]3[cH:22][n:23][cH:24][n:25][cH:26]3)[cH:13][c:14]1[C:15]21[N:16]=[C:17]([NH2:20])[O:18][CH2:19]1.[C:36](=[O:37])([O-:38])[O-:39].[Cl:48][CH2:49][Cl:50].[K+:40].[K+:41].[O:42]1[CH2:43][CH2:44][O:45][CH2:46][CH2:47]1.[OH2:51].[n:27]1[cH:28][c:29]([B:33]([OH:34])[OH:35])[cH:30][cH:31][cH:32]1>>[c:2]1(-[c:29]2[cH:28][n:27][cH:32][cH:31][cH:30]2)[cH:3][c:4]2[c:5]([cH:6][cH:7]1)[O:8][c:9]1[cH:10][cH:11][c:12](-[c:21]3[cH:22][n:23][cH:24][n:25][cH:26]3)[cH:13][c:14]1[C:15]21[N:16]=[C:17]([NH2:20])[O:18][CH2:19]1. The reactants are COC(=O)c1cc(Br)c2oc(N3CCOCC3)cc(=O)c2c1, CO, ClCCl, Cl, [Na+], [OH-]. Product: O=C(O)c1cc(Br)c2oc(N3CCOCC3)cc(=O)c2c1. Reaction SMILES: [Br:3][c:4]1[cH:5][c:6]([C:21](=[O:22])[O:23][CH3:24])[cH:7][c:8]2[c:9](=[O:20])[cH:10][c:11]([N:14]3[CH2:15][CH2:16][O:17][CH2:18][CH2:19]3)[o:12][c:13]12.[CH3:26][OH:27].[Cl:28][CH2:29][Cl:30].[ClH:25].[Na+:2].[OH-:1]>>[Br:3][c:4]1[cH:5][c:6]([C:21](=[O:22])[OH:23])[cH:7][c:8]2[c:9](=[O:20])[cH:10][c:11]([N:14]3[CH2:15][CH2:16][O:17][CH2:18][CH2:19]3)[o:12][c:13]12. Reactants: O=C1CC2N(C3=C(N1)C=CC=C3)CCN(C2)C(=O)OC(C)(C)C (tert-butyl 6-oxo-1,2,4a,5,6,7-hexahydrobenzo[b]pyrazino[1,2-d][1,4]diazepine-3(4H)-carboxylate), [H-].[Na+] (sodium hydride), Cl (HCl), CI (methyl iodide). The solvent is CN(C=O)C (N,N-dimethylformamide). Reaction conditions: time 8 hour. Yields the product CN1C(CC2N(C3=C1C=CC=C3)CCNC2)=O (7-methyl-1,2,3,4,4a,5-hexahydropyrazino[1,2-a][1,5]benzodiazepin-6(7H)-one). As a reaction SMILES: [O:1]=[C:2]1[NH:8][C:7]2[CH:9]=[CH:10][CH:11]=[CH:12][C:6]=2[N:5]2[CH2:13][CH2:14][N:15](C(OC(C)(C)C)=O)[CH2:16][CH:4]2[CH2:3]1.[H-].[Na+].[CH3:26]I.Cl>CN(C)C=O>[CH3:26][N:8]1[C:7]2[CH:9]=[CH:10][CH:11]=[CH:12][C:6]=2[N:5]2[CH2:13][CH2:14][NH:15][CH2:16][CH:4]2[CH2:3][C:2]1=[O:1] |f:1.2|. Procedure details: To a solution of Example 1C (50 mg, 0.16 mmol) in N,N-dimethylformamide (1 mL) was added sodium hydride (65%, 6.98 mg, 0.19 mmol). The solution was allowed to stir at room temperature for 1 hour before addition of methyl iodide (11.77 μL, 0.19 mmol). The reaction mixture was stirred overnight. The solution was concentrated, and dichloromethane (1 mL) was added followed by HCl (4 M in dioxane, 394 μL, 1.6 mmol). After reaction completion as indicated by LC/MS analysis, the solution was concentrat...